This data is from the Open Reaction Database (ORD), a public repository of structured organic reaction records. The task is: describe an organic reaction: reactants, conditions, products, and yield Reactants: S1C(=NC2=C1C=CC=C2)C2=NC=C(C=C2)CP(=O)(OCC)OCC (2-(benzothiazol-2-yl)-5-diethoxyphosphinylmethylpyridine), S1C(=NC2=C1C=CC=C2)C2=CC=C(C=C2)CP(=O)(OC)OC (1-(benzothiazol-2-yl)-4-dimethoxyphosphinylmethylbenzene), 2-(benzothiazol-2-yl)-5-di-n-butyloxyphosphinylmethylpyridine, 1-(benzothiazol-2-yl)-4-di-iso-propyloxyphosphinylmethylbenzene, 1-(benzothiazol-2-yl)-4-di-n-butyloxyphosphinylmethylbenzene, 1-(benzothiazol-2-yl)-4-di-n-propyloxyphosphinylmethylbenzene, 2-(benzothiazol-2-yl)-5-di-n-propyloxyphosphinylmethylpyridine, 2-(benzothiazol-2-yl)-5-di-iso-propyloxyphosphinylmethylpyridine, S1C(=NC2=C1C=CC=C2)C2=CC=C(C=C2)CP(=O)(OCC)OCC (1-(benzothiazol-2-yl)-4-diethoxyphosphinylmethylbenzene). The product is S1C(=NC2=C1C=CC=C2)C2=NC=C(C=C2)CP(=O)(OC)OC (2-(benzothiazol-2-yl)-5-dimethoxyphosphinylmethylpyridine). RXN SMILES: [S:1]1[C:5]2[CH:6]=[CH:7][CH:8]=[CH:9][C:4]=2[N:3]=[C:2]1[C:10]1[CH:15]=[CH:14][C:13]([CH2:16][P:17]([O:22][CH2:23]C)([O:19][CH2:20]C)=[O:18])=[CH:12][N:11]=1.S1C2C=CC=CC=2N=C1C1C=CC(CP(OC)(OC)=O)=CC=1.S1C2C=CC=CC=2N=C1C1C=CC(CP(OCC)(OCC)=O)=CC=1>>[S:1]1[C:5]2[CH:6]=[CH:7][CH:8]=[CH:9][C:4]=2[N:3]=[C:2]1[C:10]1[CH:15]=[CH:14][C:13]([CH2:16][P:17]([O:19][CH3:20])([O:22][CH3:23])=[O:18])=[CH:12][N:11]=1. Reported procedure: 2-(benzothiazol-2-yl)-5-diethoxyphosphinylmethylpyridine; 2-(benzothiazol-2-yl)-5-di-n-propyloxyphosphinylmethylpyridine; 2-(benzothiazol-2-yl)-5-di-iso-propyloxyphosphinylmethylpyridine; 2-(benzothiazol-2-yl)-5-di-n-butyloxyphosphinylmethylpyridine; 1-(benzothiazol-2-yl)-4-dimethoxyphosphinylmethylbenzene; 1-(benzothiazol-2-yl)-4-diethoxyphosphinylmethylbenzene; 1-(benzothiazol-2-yl)-4-di-n-propyloxyphosphinylmethylbenzene; 1-(benzothiazol-2-yl)-4-di-iso-propyloxyphosphinylmethylbenzene; and 1-... Reactants: CONC(C1=C(C=C(C=C1)Cl)Cl)=O (N-methoxy-2,4-dichlorobenzamide), C([O-])([O-])=O.[K+].[K+] (potassium carbonate), C(C#C)Br (propargyl bromide), CN(C=O)C (N,N-dimethylformamide). Solvent: O (water). Conditions: time 3 hour. The product is CON=C(C1=C(C=C(C=C1)Cl)Cl)OCC#C (propargyl N-methoxy-2,4-dichlorobenzimidate). Yield: 29.8%. RXN SMILES: [CH3:1][O:2][NH:3][C:4](=[O:13])[C:5]1[CH:10]=[CH:9][C:8]([Cl:11])=[CH:7][C:6]=1[Cl:12].C(=O)([O-])[O-].[K+].[K+].[CH2:20](Br)[C:21]#[CH:22].CN(C)C=O>O>[CH3:1][O:2][N:3]=[C:4]([O:13][CH2:22][C:21]#[CH:20])[C:5]1[CH:10]=[CH:9][C:8]([Cl:11])=[CH:7][C:6]=1[Cl:12] |f:1.2.3|. Reported procedure: 1.0 g of N-methoxy-2,4-dichlorobenzamide, 0.75 g of potassium carbonate and 0.65 g of propargyl bromide were added to 10 ml of N,N-dimethylformamide, and the mixture was stirred for 3 hours. After completion of the reaction, water was added to the reaction solution, and the mixture was extracted with ethyl acetate. The extract was dried, concentrated and purified by silica gel column chromatography to obtain 0.35 g of propargyl N-methoxy-2,4-dichlorobenzimidate. Reported procedure: Nitrotetraester 4 (3.0 g, 3.9 mmol) was reduced in 50 mL CH3OH with 100 mg 10% Pd/C in a Parr shaker with an initial hydrogen pressure of 50 psi for 2.5 hours. TLC indicated quantitative reduction. The mixture was filtered through diatomaceous earth and evaporated to leave a yellow oil which was purified by gel permeation chromatography by the method used for compound 4. The yellow glass thus obtained had the correct NMR, IR and field desorption mass spectroscopic behavior. Reagents/catalysts: [Pd] (Pd/C). Reactants: C(C)(C)(C)OC(=O)CN(CC(=O)OC(C)(C)C)CC=1C=C(C(=O)C2=CC=C(C=C2)[N+](=O)[O-])C=C(C1OC)CN(CC(=O)OC(C)(C)C)CC(=O)OC(C)(C)C (3,5-bis[N,N-bis(t-butoxycarbonylmethyl)aminomethyl]-4-methoxy-4'-nitrobenzophenone), [H][H] (hydrogen). RXN SMILES: [C:1]([O:5][C:6]([CH2:8][N:9]([CH2:18][C:19]1[CH:20]=[C:21]([CH:33]=[C:34]([CH2:38][N:39]([CH2:48][C:49]([O:51][C:52]([CH3:55])([CH3:54])[CH3:53])=[O:50])[CH2:40][C:41]([O:43][C:44]([CH3:47])([CH3:46])[CH3:45])=[O:42])[C:35]=1[O:36][CH3:37])[C:22]([C:24]1[CH:29]=[CH:28][C:27]([N+:30]([O-])=O)=[CH:26][CH:25]=1)=[O:23])[CH2:10][C:11]([O:13][C:14]([CH3:17])([CH3:16])[CH3:15])=[O:12])=[O:7])([CH3:4])([CH3:3])[CH3:2].[H][H]>CO.[Pd]>[NH2:30][C:27]1[CH:28]=[CH:29][C:24]([C:22](=[O:23])[C:21]2[CH:33]=[C:34]([CH2:38][N:39]([CH2:40][C:41]([O:43][C:44]([CH3:45])([CH3:46])[CH3:47])=[O:42])[CH2:48][C:49]([O:51][C:52]([CH3:55])([CH3:54])[CH3:53])=[O:50])[C:35]([O:36][CH3:37])=[C:19]([CH2:18][N:9]([CH2:8][C:6]([O:5][C:1]([CH3:4])([CH3:3])[CH3:2])=[O:7])[CH2:10][C:11]([O:13][C:14]([CH3:17])([CH3:16])[CH3:15])=[O:12])[CH:20]=2)=[CH:25][CH:26]=1. Product: NC1=CC=C(C=C1)C(C1=CC(=C(C(=C1)CN(CC(=O)OC(C)(C)C)CC(=O)OC(C)(C)C)OC)CN(CC(=O)OC(C)(C)C)CC(=O)OC(C)(C)C)=O (4'-amino-3,5-bis[N,N-bis(t-butoxycarbonylmethyl)aminomethyl]-4-methoxybenzophenone). Solvent: CO (CH3OH).